Dataset: the Open Reaction Database (ORD), a public repository of structured organic reaction records. Task: describe an organic reaction: reactants, conditions, products, and yield Reactants: ClC=1C=C(C=CC1C)C1=NOC(C1)(C(F)(F)F)C1=CC(=C(C(=C1)Cl)Cl)Cl (3-(3-chloro-4-methylphenyl)-5-(3,4,5-trichlorophenyl)-5-trifluoromethyl-4,5-dihydroisoxazole), BrN1C(CCC1=O)=O (N-bromosuccinimide), N(=NC(C#N)(C)C)C(C#N)(C)C (α,α′-azobisisobutyronitrile). Solvent: ClCCCl (1,2-dichloroethane). Run at temperature 80 celsius, time 3 hour. The product is BrCC1=C(C=C(C=C1)C1=NOC(C1)(C(F)(F)F)C1=CC(=C(C(=C1)Cl)Cl)Cl)Cl (3-(4-bromomethyl-3-chlorophenyl)-5-(3,4,5-trichlorophenyl)-5-trifluoromethyl-4,5-dihydroisoxazole). As a reaction SMILES: [Cl:1][C:2]1[CH:3]=[C:4]([C:9]2[CH2:13][C:12]([C:18]3[CH:23]=[C:22]([Cl:24])[C:21]([Cl:25])=[C:20]([Cl:26])[CH:19]=3)([C:14]([F:17])([F:16])[F:15])[O:11][N:10]=2)[CH:5]=[CH:6][C:7]=1[CH3:8].[Br:27]N1C(=O)CCC1=O.N(C(C)(C)C#N)=NC(C)(C)C#N>ClCCCl>[Br:27][CH2:8][C:7]1[CH:6]=[CH:5][C:4]([C:9]2[CH2:13][C:12]([C:18]3[CH:23]=[C:22]([Cl:24])[C:21]([Cl:25])=[C:20]([Cl:26])[CH:19]=3)([C:14]([F:17])([F:15])[F:16])[O:11][N:10]=2)=[CH:3][C:2]=1[Cl:1]. Procedure details: To a solution of 26.2 g of 3-(3-chloro-4-methylphenyl)-5-(3,4,5-trichlorophenyl)-5-trifluoromethyl-4,5-dihydroisoxazole in 200 mL of 1,2-dichloroethane, 12.1 g of N-bromosuccinimide and 0.81 g of α,α′-azobisisobutyronitrile were added and the resultant reaction mixture was stirred at 80° C. for 3 hours. After the completion of the reaction, the reaction mixture was left to be cooled down to room temperature and was washed with water (70 mL×2). Subsequently, the washed reaction mixture was dehydr... The reactants are N1=C(C=CC=C1)N (pyridin-2-amine), ClC1=NC=NC2=CC=C(C=C12)CC(=O)[O-] (4-chloroquinazolin-6-ylacetate), (±)BINAP, C([O-])([O-])=O.[Cs+].[Cs+] (cesium carbonate). The reagents and catalysts are C=1C=CC(=CC1)/C=C/C(=O)/C=C/C2=CC=CC=C2.C=1C=CC(=CC1)/C=C/C(=O)/C=C/C2=CC=CC=C2.C=1C=CC(=CC1)/C=C/C(=O)/C=C/C2=CC=CC=C2.[Pd].[Pd] (tris(dibenzylideneacetone)dipalladium). Run in C1(=CC=CC=C1)C (toluene). Run at temperature 120 celsius, time 2 hour. Yields the product N1=C(C=CC=C1)NC1=NC=NC2=CC=C(C=C12)O (4-(pyridin-2-ylamino)quinazolin-6-ol). Yield: 64.4%. RXN SMILES: [N:1]1[CH:6]=[CH:5][CH:4]=[CH:3][C:2]=1[NH2:7].Cl[C:9]1[C:18]2[C:13](=[CH:14][CH:15]=[C:16](CC([O-])=O)[CH:17]=2)[N:12]=[CH:11][N:10]=1.C(=O)([O-])[O-:24].[Cs+].[Cs+]>C1(C)C=CC=CC=1.C1C=CC(/C=C/C(/C=C/C2C=CC=CC=2)=O)=CC=1.C1C=CC(/C=C/C(/C=C/C2C=CC=CC=2)=O)=CC=1.C1C=CC(/C=C/C(/C=C/C2C=CC=CC=2)=O)=CC=1.[Pd].[Pd]>[N:1]1[CH:6]=[CH:5][CH:4]=[CH:3][C:2]=1[NH:7][C:9]1[C:18]2[C:13](=[CH:14][CH:15]=[C:16]([OH:24])[CH:17]=2)[N:12]=[CH:11][N:10]=1 |f:2.3.4,6.7.8.9.10|. Reported procedure: To a solution of pyridin-2-amine (101 mg, 1.08 mmol) and 4-chloroquinazolin-6-ylacetate (200 mg, 0.90 mmol) in toluene (4 ml), tris(dibenzylideneacetone)dipalladium (0) (82.0 mg, 0.090 mmol), (±)BINAP (112.0 mg, 0.180 mmol) and cesium carbonate (585 mg, 1.80 mmol) were added, and the mixture was stirred under nitrogen atmosphere at 120° C. for 2 hours. The reaction liquid was filtered, followed by vacuum concentration of the filtrate. The residue was suspended in water and then extracted with ch... The reactants are BrC1=CC=C(C=C1)[C@H](C)N1C(O[C@](CC1)(C1=CC=C(C=C1)F)CCCNS(=O)(=O)C)=O (N-(3-((R)-3-((S)-1-(4-bromophenyl)ethyl)-6-(4-fluorophenyl)-2-oxo-1,3-oxazinan-6-yl)propyl)methanesulfonamide), CC1=NC=CC(=C1)B(O)O (2-methylpyridine-4-boronic acid). Yields the product FC1=CC=C(C=C1)[C@]1(CCN(C(O1)=O)[C@@H](C)C1=CC=C(C=C1)C1=CC(=NC=C1)C)CCCNS(=O)(=O)C (N-(3-((R)-6-(4-fluorophenyl)-3-((S)-1-(4-(2-methylpyridin-4-yl)phenyl)ethyl)-2-oxo-1,3-oxazinan-6-yl)propyl)methanesulfonamide). Reaction SMILES: Br[C:2]1[CH:7]=[CH:6][C:5]([C@@H:8]([N:10]2[CH2:15][CH2:14][C@:13]([CH2:23][CH2:24][CH2:25][NH:26][S:27]([CH3:30])(=[O:29])=[O:28])([C:16]3[CH:21]=[CH:20][C:19]([F:22])=[CH:18][CH:17]=3)[O:12][C:11]2=[O:31])[CH3:9])=[CH:4][CH:3]=1.[CH3:32][C:33]1[CH:38]=[C:37](B(O)O)[CH:36]=[CH:35][N:34]=1>>[F:22][C:19]1[CH:20]=[CH:21][C:16]([C@:13]2([CH2:23][CH2:24][CH2:25][NH:26][S:27]([CH3:30])(=[O:29])=[O:28])[O:12][C:11](=[O:31])[N:10]([C@H:8]([C:5]3[CH:6]=[CH:7][C:2]([C:37]4[CH:36]=[CH:35][N:34]=[C:33]([CH3:32])[CH:38]=4)=[CH:3][CH:4]=3)[CH3:9])[CH2:15][CH2:14]2)=[CH:17][CH:18]=1. Procedure: The title compound was prepared from N-(3-((R)-3-((S)-1-(4-bromophenyl)ethyl)-6-(4-fluorophenyl)-2-oxo-1,3-oxazinan-6-yl)propyl)methanesulfonamide and 2-methylpyridine-4-boronic acid Example 1 Step 2. LC-MS Method 2 tR=0.964 min, m/z=525.21; 1H NMR (CDCl3) 1.31-1.43 (m, 1H), 1.50 (d, 3H), 1.62 (m, 2H), 1.07-2.09 (m, 2H), 2.13-2.47 (m, 3H), 2.83 (d, 6H), 3.01 (m, 3H), 4.35 (s, 1H), 5.66 (m, 1H) 7.07 (m, 2H), 7.14 (m, 2H), 7.29 (m, 5H), 7.44 (m, 2H), 7.65 (m, 1H), 7.73 (d, 1H), 8.78 (d, 1H). Conditions: time 3 hour. Product: NC=1C=NC2=CC=CC=C2C1NCCCCCC(=O)C1=CC=CC=C1 (6-(3-aminoquinolin-4-ylamino)-1-phenylhexan-1-one). Isolated yield 100.3%. Starting materials: [N+](=O)([O-])C=1C=NC2=CC=CC=C2C1NCCCCCC(=O)C1=CC=CC=C1 (6-(3-nitroquinolin-4-ylamino)-1-phenylhexan-1-one). As a reaction SMILES: [N+:1]([C:4]1[CH:5]=[N:6][C:7]2[C:12]([C:13]=1[NH:14][CH2:15][CH2:16][CH2:17][CH2:18][CH2:19][C:20]([C:22]1[CH:27]=[CH:26][CH:25]=[CH:24][CH:23]=1)=[O:21])=[CH:11][CH:10]=[CH:9][CH:8]=2)([O-])=O>[Pt].C1(C)C=CC=CC=1>[NH2:1][C:4]1[CH:5]=[N:6][C:7]2[C:12]([C:13]=1[NH:14][CH2:15][CH2:16][CH2:17][CH2:18][CH2:19][C:20]([C:22]1[CH:27]=[CH:26][CH:25]=[CH:24][CH:23]=1)=[O:21])=[CH:11][CH:10]=[CH:9][CH:8]=2. Reagents/catalysts: [Pt] (platinum on carbon). Run in C1(=CC=CC=C1)C (toluene). Reported procedure: A mixture of 6-(3-nitroquinolin-4-ylamino)-1-phenylhexan-1-one (2.27 g, 6.25 mmol) and 5% platinum on carbon catalyst (0.50 g) in toluene (60 mL) was hydrogenated on a Parr shaker at 50 psi (3.4×105 Pa) for 3 hours. After filtration through CELITE filter agent and concentration under reduced pressure, 6-(3-aminoquinolin-4-ylamino)-1-phenylhexan-1-one (2.09 g) was obtained as a dark yellow oil that was used directly in the next step without further purification. Reactants: CCc1ccc(C=CC(=O)O)cc1, CCO. Yields the product CCc1ccc(CCC(=O)O)cc1. RXN SMILES: [CH2:1]([CH3:2])[c:3]1[cH:4][cH:5][c:6]([CH:7]=[CH:8][C:9](=[O:10])[OH:11])[cH:12][cH:13]1.[CH3:14][CH2:15][OH:16]>>[CH2:1]([CH3:2])[c:3]1[cH:4][cH:5][c:6]([CH2:7][CH2:8][C:9](=[O:10])[OH:11])[cH:12][cH:13]1. The product is OC1CNC(c2nc(-c3ccccc3)c(-c3ccccc3)o2)C1. The reactants are CO, O=C(OCc1ccccc1)N1CC(O)CC1c1nc(-c2ccccc2)c(-c2ccccc2)o1. RXN SMILES: [CH3:34][OH:35].[c:1]1(-[c:7]2[n:8][c:9]([CH:18]3[N:19]([C:24]([O:25][CH2:26][c:27]4[cH:28][cH:29][cH:30][cH:31][cH:32]4)=[O:33])[CH2:20][CH:21]([OH:23])[CH2:22]3)[o:10][c:11]2-[c:12]2[cH:13][cH:14][cH:15][cH:16][cH:17]2)[cH:2][cH:3][cH:4][cH:5][cH:6]1>>[c:1]1(-[c:7]2[n:8][c:9]([CH:18]3[NH:19][CH2:20][CH:21]([OH:23])[CH2:22]3)[o:10][c:11]2-[c:12]2[cH:13][cH:14][cH:15][cH:16][cH:17]2)[cH:2][cH:3][cH:4][cH:5][cH:6]1. The reactants are OC(C(=O)OCC)=CC=C(C(=O)OCC)SC1=CC2=CC=CC=C2C=C1 (diethyl 2-hydroxy-5-(2-naphthylthio)-2,4-hexadienedioate), [OH-].[Na+] (sodium hydroxide). The solvent is C(C)O (ethanol), C(C)O (ethanol). Product: OC(C(=O)O)=CC=C(SC1=CC2=CC=CC=C2C=C1)C(=O)OCC (2-Hydroxy-5-ethoxycarbonyl-5-(2-naphthylthio)-2,4-pentadienoic acid). The yield is 81.1%. RXN SMILES: [OH:1][C:2](=[CH:8][CH:9]=[C:10]([S:16][C:17]1[CH:26]=[CH:25][C:24]2[C:19](=[CH:20][CH:21]=[CH:22][CH:23]=2)[CH:18]=1)[C:11]([O:13][CH2:14][CH3:15])=[O:12])[C:3]([O:5]CC)=[O:4].[OH-].[Na+]>C(O)C>[OH:1][C:2](=[CH:8][CH:9]=[C:10]([C:11]([O:13][CH2:14][CH3:15])=[O:12])[S:16][C:17]1[CH:26]=[CH:25][C:24]2[C:19](=[CH:20][CH:21]=[CH:22][CH:23]=2)[CH:18]=1)[C:3]([OH:5])=[O:4] |f:1.2|. Procedure details: The procedure is as in Example 39, starting with diethyl 2-hydroxy-5-(2-naphthylthio)-2,4-hexadienedioate, (2 g), 1N aqueous sodium hydroxide solution (80 cc) and ethanol (100 cc). 2-Hydroxy-5-ethoxycarbonyl-5-(2-naphthylthio)-2,4-pentadienoic acid (1.5 g), m.p. 182° C., is obtained by precipitation in ethanol. Starting materials: O=C([O-])[O-], CC1CNC(C)CN1, FC(F)(F)c1ccc(Cl)nc1, [K+], [K+], CN(C)C=O. Product: CC1CN(c2ccc(C(F)(F)F)cn2)C(C)CN1. RXN SMILES: [C:20](=[O:21])([O-:22])[O-:23].[CH3:1][CH:2]1[NH:3][CH2:4][CH:5]([CH3:8])[NH:6][CH2:7]1.[Cl:9][c:10]1[n:11][cH:12][c:13]([C:16]([F:17])([F:18])[F:19])[cH:14][cH:15]1.[K+:24].[K+:25].[O:26]=[CH:27][N:28]([CH3:29])[CH3:30]>>[CH3:1][CH:2]1[N:3]([c:10]2[n:11][cH:12][c:13]([C:16]([F:17])([F:18])[F:19])[cH:14][cH:15]2)[CH2:4][CH:5]([CH3:8])[NH:6][CH2:7]1.